This data is from the Open Reaction Database (ORD), a public repository of structured organic reaction records. The task is: describe an organic reaction: reactants, conditions, products, and yield The reactants are C(C1=CC=CC=C1)O[C@H]1CN[C@@H]([C@H]([C@@H]1OCC1=CC=CC=C1)O)COCC1=CC=CC=C1 (2,3,6-Tri-O-benzyl-1,5-dideoxy-1,5-imino-D-glucitol). Run in CO (methanol), C(=O)O (formic acid), [Pd] (palladium). Reaction conditions: time 8 hour. Yields the product N1C[C@H](O)[C@@H](O)[C@H](O)[C@H]1CO (1,5-dideoxy-1,5-imino-D-glucitol). The yield is 79.9%. As a reaction SMILES: C([O:8][C@@H:9]1[C@@H:14]([O:15]CC2C=CC=CC=2)[C@H:13]([OH:23])[C@@H:12]([CH2:24][O:25]CC2C=CC=CC=2)[NH:11][CH2:10]1)C1C=CC=CC=1>CO.C(O)=O.[Pd]>[NH:11]1[C@H:12]([CH2:24][OH:25])[C@@H:13]([OH:23])[C@H:14]([OH:15])[C@@H:9]([OH:8])[CH2:10]1. Reported procedure: 2,3,6-Tri-O-benzyl-1,5-dideoxy-1,5-imino-D-glucitol (0.2 g, 0.46 mmol) is dissolved in a 9:1 mixture of methanol and formic acid (10 ml) under an inert atmosphere and palladium 10% on charcoal (0.4 g) is added. The mixture is stirred overnight at room temperature. The catalyst is removed by filtration. The solvents are evaporated under reduced pressure. The residue is dissolved in methanol and the solution is filtered through a membrane (Millex-SR 0.5 μM). Evaporation of solvent gives a sticky s... The reactants are Cl (hydrochloric acid), C(CCC=C)=O (4-Pentenal), C(CC(=O)O)(=O)O (malonic acid), N1CCCCC1 (piperidine). The solvent is N1=CC=CC=C1 (pyridine). Reaction conditions: temperature 90 celsius, time 5 hour. Product: C(\C=C\CCC=C)(=O)O ((2E)-hepta-2,6-dienoic acid). Reaction SMILES: [CH:1](=O)[CH2:2][CH2:3][CH:4]=C.[C:7]([OH:13])(=[O:12])[CH2:8][C:9](O)=O.N1CCCCC1.Cl>N1C=CC=CC=1>[C:7]([OH:13])(=[O:12])/[CH:8]=[CH:9]/[CH2:4][CH2:3][CH:2]=[CH2:1]. Procedure details: 4-Pentenal (4.45 g, 51.4 mmol) and malonic acid (6.41 g, 61.6 mmol) were dissolved in pyridine (9.9 mL). To the solution, piperidine (1.9 mL) was added, and the mixture was then stirred at 90° C. for 5 hours. The mixture was allowed to cool and then made acidic by the addition of 2 N hydrochloric acid, followed by extraction with diethyl ether. The organic layer was washed with saturated saline and dried over anhydrous magnesium sulfate, and the filtrate was then concentrated under reduced press... Reactants: BrCBr, Cl[Cu], C=CCC(O)c1ccc(Cl)cc1, Cl, [Zn]. Product: OC(CC1CC1)c1ccc(Cl)cc1. Reaction SMILES: [Br:13][CH2:14][Br:15].[Cl:18][Cu:19].[Cl:1][c:2]1[cH:3][cH:4][c:5]([CH:8]([CH2:9][CH:10]=[CH2:11])[OH:12])[cH:6][cH:7]1.[ClH:16].[Zn:17]>>[Cl:1][c:2]1[cH:3][cH:4][c:5]([CH:8]([CH2:9][CH:10]2[CH2:11][CH2:14]2)[OH:12])[cH:6][cH:7]1. Reactants: BrB(Br)Br, ClCCl, ClCCl, COc1ccc2c(c1)c(CC(N)=O)c(C)n2Cc1cccc(Cl)c1, O. The product is Cc1c(CC(N)=O)c2cc(O)ccc2n1Cc1cccc(Cl)c1. Reaction SMILES: [B:25]([Br:26])([Br:27])[Br:28].[CH2:29]([Cl:30])[Cl:31].[CH2:33]([Cl:34])[Cl:35].[Cl:1][c:2]1[cH:3][c:4]([CH2:8][n:9]2[c:10]([CH3:24])[c:11]([CH2:20][C:21](=[O:22])[NH2:23])[c:12]3[cH:13][c:14]([O:18][CH3:19])[cH:15][cH:16][c:17]23)[cH:5][cH:6][cH:7]1.[OH2:32]>>[Cl:1][c:2]1[cH:3][c:4]([CH2:8][n:9]2[c:10]([CH3:24])[c:11]([CH2:20][C:21](=[O:22])[NH2:23])[c:12]3[cH:13][c:14]([OH:18])[cH:15][cH:16][c:17]23)[cH:5][cH:6][cH:7]1. Reactants: S([O-])(O)=O.[Na+] (sodium bisulfite), Cl (hydrochloric acid), [Mn](=O)(=O)(=O)[O-].[K+] (potassium permanganate), C(C1=CC=CC=C1)(C1=CC=CC=C1)(C1=CC=CC=C1)OCCC=O (3-trityloxy-propionaldehyde), Cl (hydrochloric acid). Solvent: CC(=O)C (acetone), O (water). Run at time 90 minute. The product is C(C1=CC=CC=C1)(C1=CC=CC=C1)(C1=CC=CC=C1)OCCC(=O)O (3-trityloxy-propionic acid). Isolated yield 82.2%. As a reaction SMILES: [C:1]([O:20][CH2:21][CH2:22][CH:23]=[O:24])([C:14]1[CH:19]=[CH:18][CH:17]=[CH:16][CH:15]=1)([C:8]1[CH:13]=[CH:12][CH:11]=[CH:10][CH:9]=1)[C:2]1[CH:7]=[CH:6][CH:5]=[CH:4][CH:3]=1.[Mn]([O-])(=O)(=O)=[O:26].[K+].Cl.S(=O)(O)[O-].[Na+]>CC(C)=O.O>[C:1]([O:20][CH2:21][CH2:22][C:23]([OH:26])=[O:24])([C:8]1[CH:13]=[CH:12][CH:11]=[CH:10][CH:9]=1)([C:14]1[CH:15]=[CH:16][CH:17]=[CH:18][CH:19]=1)[C:2]1[CH:7]=[CH:6][CH:5]=[CH:4][CH:3]=1 |f:1.2,4.5|. Procedure: To a stirred solution of 41.1 g of 3-trityloxy-propionaldehyde in 330 ml of acetone and 120 ml of water were added portionwise, within 90 minutes, 20.65 g of potassium permanganate, the temperature of the mixture being maintained at 20° to 25° C. Stirring was continued for 90 minutes, and then the pH of the mixture was set to 5 by addition of 13 ml of 3N hydrochloric acid. Within 40 minutes, there were added dropwise 200 ml of 38% sodium bisulfite solution at a temperature of 20° to 25° C. The p... Reactants: ClC1=C(C(N2CCOC=3C2=C1C=C(C3)OC)=O)C(=O)N3CCC1=CC=CC=C31 (2,3-dihydro-7-chloro-9-methoxy-6-(1-indolinylcarbonyl)-5-oxo-5H-pyrido[1,2,3-de]-1,4-benzoxazine), N (ammonia). The solvent is C(C)O (ethanol), C(Cl)(Cl)Cl (chloroform). Run at temperature 100 celsius. Product: NC1=C(C(N2CCOC=3C2=C1C=C(C3)OC)=O)C(=O)N3CCC1=CC=CC=C31 (2,3-dihydro-7-amino-9-methoxy-6-(1-indolinyl-carbonyl)-5-oxo-5H-pyrido[1,2,3-de]-1,4-benzoxazine). RXN SMILES: Cl[C:2]1[C:11]2[CH:12]=[C:13]([O:15][CH3:16])[CH:14]=[C:9]3[C:10]=2[N:5]([CH2:6][CH2:7][O:8]3)[C:4](=[O:17])[C:3]=1[C:18]([N:20]1[C:28]2[C:23](=[CH:24][CH:25]=[CH:26][CH:27]=2)[CH2:22][CH2:21]1)=[O:19].[NH3:29]>C(O)C.C(Cl)(Cl)Cl>[NH2:29][C:2]1[C:11]2[CH:12]=[C:13]([O:15][CH3:16])[CH:14]=[C:9]3[C:10]=2[N:5]([CH2:6][CH2:7][O:8]3)[C:4](=[O:17])[C:3]=1[C:18]([N:20]1[C:28]2[C:23](=[CH:24][CH:25]=[CH:26][CH:27]=2)[CH2:22][CH2:21]1)=[O:19]. Procedure: A mixture of 2,3-dihydro-7-chloro-9-methoxy-6-(1-indolinylcarbonyl)-5-oxo-5H-pyrido[1,2,3-de]-1,4-benzoxazine (1 g), ammonia in ethanol (13 ml) and chloroform (20 ml) was heated at 100° C. in a sealed tube for 4 days. The solvent was evaporated and the residue was purified by column chromatography on silica gel eluting with chloroform-methanol (20:1) to give crystals of 2,3-dihydro-7-amino-9-methoxy-6-(1-indolinyl-carbonyl)-5-oxo-5H-pyrido[1,2,3-de]-1,4-benzoxazine (0.35